describe an organic reaction: reactants, conditions, products, and yield From a dataset of the Open Reaction Database (ORD), a public repository of structured organic reaction records. Reactants: CO (carbinol), C1CCCCC1 (cyclohexane). The reagents and catalysts are [Pd] (palladium). The product is C(\C=C/C\C=C/CCCCC)O (undeca-2Z,5Z-dienol). Isolated yield 95.0%. RXN SMILES: [CH3:1][OH:2].[CH2:3]1[CH2:8][CH2:7][CH2:6][CH2:5][CH2:4]1>[Pd]>[CH2:1]([OH:2])/[CH:8]=[CH:3]\[CH2:4]/[CH:5]=[CH:3]\[CH2:8][CH2:7][CH2:6][CH2:5][CH3:4]. Procedure details: 6.2 G (37.8 mmole) of the carbinol obtained as indicated under letter i. above, dissolved in 50 ml of cyclohexane, were hydrogenated at atmospheric pressure in the presence of 120 mg of Lindlar type palladium catalyst. After filtration and evaporation, the obtained residue was chromatographed on a silica column, using as eluting agent a mixture of 1 to 10% ethyl acetate in cyclohexane, to give 5.9 g (yield: 95%) of undeca-2Z,5Z-dienol. Procedure: The title compound was synthesized in a similar manner as described for Example 1.1 using 8-bromo-1-(1,3-dimethyl-1H-pyrazol-4-yl)-3-methyl-1,3-dihydro-imidazo[4,5-c]quinolin-2-one (Intermediate A) and 2-amino-N-methyl-5-(4,4,5,5-tetramethyl-[1,3,2]dioxaborolan-2-yl)-nicotinamide (Stage 224.1.1) to give the title compound as an off-white solid. (HPLC: tR 2.01 min (Method A); M+H=443 MS-ES; 1H-NMR (d6-DMSO, 400 MHz) 8.92 (s, 1H), 8.54 (q, 1H), 8.14-8.11 (m, 2H), 8.10-8.06 (m, 2H), 7.96-7.92 (m, 1... Reactants: BrC1=CC=2C3=C(C=NC2C=C1)N(C(N3C=3C(=NN(C3)C)C)=O)C (8-bromo-1-(1,3-dimethyl-1H-pyrazol-4-yl)-3-methyl-1,3-dihydro-imidazo[4,5-c]quinolin-2-one), BrC1=CC=2C3=C(C=NC2C=C1)N(C(N3C=3C(=NN(C3)C)C)=O)C (8-bromo-1-(1,3-dimethyl-1H-pyrazol-4-yl)-3-methyl-1,3-dihydro-imidazo[4,5-c]quinolin-2-one), NC1=C(C(=O)NC)C=C(C=N1)B1OC(C(O1)(C)C)(C)C (2-amino-N-methyl-5-(4,4,5,5-tetramethyl-[1,3,2]dioxaborolan-2-yl)-nicotinamide). RXN SMILES: Br[C:2]1[CH:11]=[CH:10][C:9]2[N:8]=[CH:7][C:6]3[N:12]([CH3:23])[C:13](=[O:22])[N:14]([C:15]4[C:16]([CH3:21])=[N:17][N:18]([CH3:20])[CH:19]=4)[C:5]=3[C:4]=2[CH:3]=1.[NH2:24][C:25]1[N:34]=[CH:33][C:32](B2OC(C)(C)C(C)(C)O2)=[CH:31][C:26]=1[C:27]([NH:29][CH3:30])=[O:28]>>[NH2:24][C:25]1[N:34]=[CH:33][C:32]([C:2]2[CH:11]=[CH:10][C:9]3[N:8]=[CH:7][C:6]4[N:12]([CH3:23])[C:13](=[O:22])[N:14]([C:15]5[C:16]([CH3:21])=[N:17][N:18]([CH3:20])[CH:19]=5)[C:5]=4[C:4]=3[CH:3]=2)=[CH:31][C:26]=1[C:27]([NH:29][CH3:30])=[O:28]. Yields the product NC1=C(C(=O)NC)C=C(C=N1)C1=CC=2C3=C(C=NC2C=C1)N(C(N3C=3C(=NN(C3)C)C)=O)C (2-Amino-5-[1-(1,3-dimethyl-1H-pyrazol-4-yl)-3-methyl-2-oxo-2,3-dihydro-1H-imidazo[4,5-c]quinolin-8-yl]-N-methyl-nicotinamide). Conditions: temperature 100 celsius. Procedure: Intermediate 26 (100 mg, 0.373 mmol), cesium acetate (516 mg, 2.69 mmol), 6-bromo-n-methylnicotinamide (120 mg, 0.560 mmol), and copper (1.899 mg, 0.030 mmol) were weighed into a microwave vial. The vial was evacuated and flushed with nitrogen. DMSO (467 μl) was then added and the mixture was heated at 100° C. for 20 h. The mixture was diluted with ethyl acetate and washed with aqueous ammonium hydroxide. The aqueous layer was back extracted with ethyl acetate and the combined organics dried wit... Yields the product CC1(C(N(C2=NC=CC=C21)[C@@H]2C[C@H](C2)NC2=NC=C(C(=O)NC)C=C2)=O)C (6-((trans-3-(3,3-dimethyl-2-oxo-2,3-dihydro-1H-pyrrolo[2,3-b]pyridin-1-yl)cyclobutyl)amino)-N-methylnicotinamide). Starting materials: C(C)(C)(C)OC(N[C@@H]1C[C@H](C1)N1C(C(C=2C1=NC=CC2)(C)C)=O)=O (tert-butyl(trans-3-(3,3-dimethyl-2-oxo-2,3-dihydro-1H-pyrrolo[2,3-b]pyridin-1-yl)cyclobutyl)carbamate), C(C)(=O)[O-].[Cs+] (cesium acetate), BrC1=NC=C(C(=O)NC)C=C1 (6-bromo-n-methylnicotinamide). Reaction SMILES: C(O[C:6](=O)[NH:7][C@H:8]1[CH2:11][C@H:10]([N:12]2[C:16]3=[N:17][CH:18]=[CH:19][CH:20]=[C:15]3[C:14]([CH3:22])([CH3:21])[C:13]2=[O:23])[CH2:9]1)(C)(C)C.C([O-])(=O)C.[Cs+].BrC1[CH:40]=[CH:39][C:34]([C:35]([NH:37][CH3:38])=[O:36])=[CH:33][N:32]=1>[Cu]>[CH3:22][C:14]1([CH3:21])[C:15]2[C:16](=[N:17][CH:18]=[CH:19][CH:20]=2)[N:12]([C@H:10]2[CH2:11][C@H:8]([NH:7][C:6]3[CH:40]=[CH:39][C:34]([C:35]([NH:37][CH3:38])=[O:36])=[CH:33][N:32]=3)[CH2:9]2)[C:13]1=[O:23] |f:1.2|. The reagents and catalysts are [Cu] (copper). The yield is 36.7%. Starting materials: Thiol, ClC1=NC=CC(=C1)OC=1C=CC(=NC1C)N (5-((2-chloropyridin-4-yl)oxy)-6-methylpyridin-2-amine), CC1=NC=CC(=C1)B1OC(C(O1)(C)C)(C)C (2-methyl-4-(4,4,5,5-tetramethyl-1,3,2-dioxaborolan-2-yl)pyridine), C([O-])([O-])=O.[K+].[K+] (potassium carbonate). Reagents/catalysts: C=1C=CC(=CC1)[P](C=2C=CC=CC2)(C=3C=CC=CC3)[Pd]([P](C=4C=CC=CC4)(C=5C=CC=CC5)C=6C=CC=CC6)([P](C=7C=CC=CC7)(C=8C=CC=CC8)C=9C=CC=CC9)[P](C=1C=CC=CC1)(C=1C=CC=CC1)C=1C=CC=CC1 (tetrakis(triphenylphosphine)palladium(0)). Solvent: CCOC(=O)C (EtOAc), O (water), O1CCOCC1 (dioxane), O (water). Run at temperature 85 celsius, time 3 hour. Product: CC1=C(C=CC(=N1)N)OC1=CC(=NC=C1)C1=CC(=NC=C1)C (6-methyl-5-((2′-methyl-[2,4′-bipyridin]-4-yl)oxy)pyridin-2-amine). Yield: 71.8%. As a reaction SMILES: Cl[C:2]1[CH:7]=[C:6]([O:8][C:9]2[CH:10]=[CH:11][C:12]([NH2:16])=[N:13][C:14]=2[CH3:15])[CH:5]=[CH:4][N:3]=1.[CH3:17][C:18]1[CH:23]=[C:22](B2OC(C)(C)C(C)(C)O2)[CH:21]=[CH:20][N:19]=1.C(=O)([O-])[O-].[K+].[K+]>O1CCOCC1.O.CCOC(C)=O.C1C=CC([P]([Pd]([P](C2C=CC=CC=2)(C2C=CC=CC=2)C2C=CC=CC=2)([P](C2C=CC=CC=2)(C2C=CC=CC=2)C2C=CC=CC=2)[P](C2C=CC=CC=2)(C2C=CC=CC=2)C2C=CC=CC=2)(C2C=CC=CC=2)C2C=CC=CC=2)=CC=1>[CH3:15][C:14]1[N:13]=[C:12]([NH2:16])[CH:11]=[CH:10][C:9]=1[O:8][C:6]1[CH:5]=[CH:4][N:3]=[C:2]([C:22]2[CH:21]=[CH:20][N:19]=[C:18]([CH3:17])[CH:23]=2)[CH:7]=1 |f:2.3.4,^1:55,57,76,95|. Procedure details: A mixture of Example A7 (905 mg, 3.84 mmol), 2-methyl-4-(4,4,5,5-tetramethyl-1,3,2-dioxaborolan-2-yl)pyridine (1.010 g, 4.61 mmol), potassium carbonate (1.592 g, 11.52 mmol) and tetrakis(triphenylphosphine)palladium(0) (222 mg, 0.192 mmol) in dioxane (16 mL) and water (4 mL) was degassed with Ar, sealed and warmed to 85° C. overnight. The mixture was cooled to RT, diluted with EtOAc (40 mL) and water (50 mL), and filtered through diatomaceous earth. The organic phase was separated and washed wit... The product is ClC1=CC2=C(C3=CC=CC=C3C=C2C=C1)C=O (2-chloro-9-formylanthracene). The reactants are ice water, CN(C1=CC=CC=C1)C=O (N-methylformanilide), P(=O)(Cl)(Cl)Cl (phosphorus oxychloride), ClC1=CC2=CC3=CC=CC=C3C=C2C=C1 (2-chloroanthracene). Conditions: time 2 hour. Reaction SMILES: CN([CH:9]=[O:10])C1C=CC=CC=1.P(Cl)(Cl)(Cl)=O.[Cl:16][C:17]1[CH:30]=[CH:29][C:28]2[C:19](=[CH:20][C:21]3[C:26]([CH:27]=2)=[CH:25][CH:24]=[CH:23][CH:22]=3)[CH:18]=1>ClC1C=CC=CC=1Cl>[Cl:16][C:17]1[CH:30]=[CH:29][C:28]2[C:19](=[C:20]([CH:9]=[O:10])[C:21]3[C:26]([CH:27]=2)=[CH:25][CH:24]=[CH:23][CH:22]=3)[CH:18]=1. Solvent: ClC1=C(C=CC=C1)Cl (o-dichlorobenzene). Procedure details: N-methylformanilide (2.45 kg, 18.12 mol) was treated with phosphorus oxychloride (2.66 kg, 17.35 mol) over a 40 min period at ambient temperature. The intermediate Vilsmeier complex was stirred for 2 h at room temperature, then treated with 2-chloroanthracene (described in Example 1a) (963 g, 4.53 mol), and o-dichlorobenzene (1.0 L). The resulting bright yellow mixture was heated gradually over 1.5 h to 9° C. at which point an exotherm ensued raising the reaction temperature to 115° C. The heat ... Yield: 56.8%. Starting materials: O=C1N(C(C2=CC=CC=C12)=O)OCC=1N=CN(C1)C(=O)OC(C)(C)C (tertbutyl 4-{[(1,3-dioxo-1,3-dihydro-2H-isoindol-2-yl)oxy]methyl}-1H-imidazole-1-carboxylate), C(Cl)Cl (DCM), O.NN (hydrazine hydrate). Run in C(C)O (ethanol). Reaction conditions: time 8 hour. Product: NOCC=1N=CN(C1)C(=O)OC(C)(C)C (tert-butyl 4-[(aminooxy)methyl]-1H-imidazole-1-carboxylate). Yield: 50.6%. As a reaction SMILES: O=C1C2C(=CC=CC=2)C(=O)[N:3]1[O:12][CH2:13][C:14]1[N:15]=[CH:16][N:17]([C:19]([O:21][C:22]([CH3:25])([CH3:24])[CH3:23])=[O:20])[CH:18]=1.C(Cl)Cl.O.NN>C(O)C>[NH2:3][O:12][CH2:13][C:14]1[N:15]=[CH:16][N:17]([C:19]([O:21][C:22]([CH3:25])([CH3:24])[CH3:23])=[O:20])[CH:18]=1 |f:2.3|. Procedure: To a mixture of tert-butyl 4-{[(1,3-dioxo-1,3-dihydro-2H-isoindol-2-yl)oxy]methyl}-1H-imidazole-1-carboxylate 121 (1.72 g, 5.00 mmol) in a solution of DCM (20 mL) and ethanol (4 mL) was added hydrazine hydrate (0.287 mL, 5.00 mmol) at room temperature. The mixture was stirred at room temperature overnight, filtered and concentrated to provide a residue which was washed with ether and methanol to give 122 (0.54 g, 51%) as a white solid.